From a dataset of the Open Reaction Database (ORD), a public repository of structured organic reaction records. describe an organic reaction: reactants, conditions, products, and yield The reactants are CC(C)CNc1c([N+](=O)[O-])c2nnnn2c2cnccc12, CC(=O)O, [Na], O, S. Yields the product CC(C)CNc1c(N)c2nnnn2c2cnccc12. Reaction SMILES: [CH3:1][CH:2]([CH2:3][NH:4][c:5]1[c:6]([N+:18]([O-:19])=[O:20])[c:7]2[n:8]([c:9]3[cH:10][n:11][cH:12][cH:13][c:14]13)[n:15][n:16][n:17]2)[CH3:21].[CH3:24][C:25](=[O:26])[OH:27].[Na:23].[OH2:28].[SH2:22]>>[CH3:1][CH:2]([CH2:3][NH:4][c:5]1[c:6]([NH2:18])[c:7]2[n:8]([c:9]3[cH:10][n:11][cH:12][cH:13][c:14]13)[n:15][n:16][n:17]2)[CH3:21]. The reactants are COC=1C=C2C=CC(=NC2=CC1)C (6-Methoxyquinaldine). Reagents/catalysts: [Rh] (rhodium on carbon). Yields the product COC=1C=C2CCC(NC2=CC1)C (6-methoxy-2-methyltetrahydroquinoline). RXN SMILES: [CH3:1][O:2][C:3]1[CH:4]=[C:5]2[C:10](=[CH:11][CH:12]=1)[N:9]=[C:8]([CH3:13])[CH:7]=[CH:6]2>[Rh]>[CH3:1][O:2][C:3]1[CH:4]=[C:5]2[C:10](=[CH:11][CH:12]=1)[NH:9][CH:8]([CH3:13])[CH2:7][CH2:6]2. Procedure details: 6-Methoxyquinaldine was reduced with rhodium on carbon to give 6-methoxy-2-methyltetrahydroquinoline. The reactants are [H][H] (hydrogen), CN1C(C(N(CC1)CC1=CC=CC=C1)CC(C)C)=O (1-Methyl-3-(2-methylpropyl)-4-(phenylmethyl)piperazinone), [H][H] (hydrogen). Reagents/catalysts: [Pd] (palladium charcoal). The solvent is CO (methanol). Product: CN1C(C(NCC1)CC(C)C)=O (1-Methyl-3-(2-methylpropyl)piperazinone). As a reaction SMILES: [CH3:1][N:2]1[CH2:7][CH2:6][N:5](CC2C=CC=CC=2)[CH:4]([CH2:15][CH:16]([CH3:18])[CH3:17])[C:3]1=[O:19].[H][H]>CO.[Pd]>[CH3:1][N:2]1[CH2:7][CH2:6][NH:5][CH:4]([CH2:15][CH:16]([CH3:17])[CH3:18])[C:3]1=[O:19]. Procedure details: 1-Methyl-3-(2-methylpropyl-4-(phenylmethyl)piperazinone (Example 47, 2.1 g.) is dissolved in methanol (200 ml.), 10% palladium charcoal (1.0 g.) is added and the product is hydrogenated (50 lb. initial hydrogen pressure until the uptake of hydrogen ceased. The solution is filtered and the methanol is removed under reduced pressure to give the title compound as an oil. Starting materials: BrCC1=NC=C(C(=O)OC)C=C1 (methyl 6-(bromomethyl)nicotinate), [N-]=[N+]=[N-].[Na+] (sodium azide), CCOC(=O)C (EtOAc). Run in CN(C)C=O (DMF). Conditions: time 18 hour. Yields the product N(=[N+]=[N-])CC1=NC=C(C(=O)OC)C=C1 (Methyl 6-(azidomethyl)nicotinate). As a reaction SMILES: Br[CH2:2][C:3]1[CH:12]=[CH:11][C:6]([C:7]([O:9][CH3:10])=[O:8])=[CH:5][N:4]=1.[N-:13]=[N+:14]=[N-:15].[Na+].CCOC(C)=O>CN(C=O)C>[N:13]([CH2:2][C:3]1[CH:12]=[CH:11][C:6]([C:7]([O:9][CH3:10])=[O:8])=[CH:5][N:4]=1)=[N+:14]=[N-:15] |f:1.2|. Reported procedure: To a solution of methyl 6-(bromomethyl)nicotinate from Example G1 (2.0 g, 8.60 mmol) in DMF (15 ml) was added sodium azide (0.84 g, 12.9 mmol). The mixture was stirred at room temperature for 18 h. EtOAc (100 ml) was added and the mixture was washed with water (3 times), dried over MgSO4, and concentrated in vacuo. The residue was purified by flash chromatography on silica (eluant EtOAc:pet ether 20:80) to give a yellow gum; yield 1.55 g (93%).